The task is: describe an organic reaction: reactants, conditions, products, and yield. This data is from the Open Reaction Database (ORD), a public repository of structured organic reaction records. Reactants: [Sn] (tin), C(\C=C(/C)\CCC[C@H](C)CCC[C@H](C)CCCC(C)C)Cl (phytyl chloride), C(C)(=O)OCC (ethyl acetate), [Sn] (tin), CC1=C(C(=C2CCC(OC2=C1C)(C)CCCC(C)CCCC(C)CCCC(C)C)C)O (dl-α-tocopherol), C(C)(=O)OCC (ethyl acetate), CC1=C(C(=C2CCC(OC2=C1C)(C)CCCC(C)CCCC(C)CCCC(C)C)C)O (dl-α-tocopherol), C(\C=C(/C)\CCC[C@H](C)CCC[C@H](C)CCCC(C)C)Cl (phytyl chloride), [Sn] (tin), CC1=C(C(=C2CCC(OC2=C1C)(C)CCCC(C)CCCC(C)CCCC(C)C)C)O (dl-α-tocopherol). Reagents/catalysts: [Cl-].[Zn+2].[Cl-] (zinc chloride). The product is CC1=C2C(=C(C(=C1C)OC(=O)C)C)CC[C@@](O2)(C)CCC[C@H](C)CCC[C@H](C)CCCC(C)C (dl-α-tocopheryl acetate). Isolated yield 84.5%. As a reaction SMILES: [Sn].C(Cl)/C=C(/CCC[C@@H](CCC[C@@H](CCCC(C)C)C)C)\C.[CH3:23][C:24]1[C:33]([CH3:34])=[C:32]2[C:27]([CH2:28][CH2:29][C:30]([CH2:36][CH2:37][CH2:38][CH:39]([CH2:41][CH2:42][CH2:43][CH:44]([CH2:46][CH2:47][CH2:48][CH:49]([CH3:51])[CH3:50])[CH3:45])[CH3:40])([CH3:35])[O:31]2)=[C:26]([CH3:52])[C:25]=1[OH:53].[C:54](OCC)(=[O:56])[CH3:55]>[Cl-].[Zn+2].[Cl-]>[CH3:34][C:33]1[C:24]([CH3:23])=[C:25]([O:53][C:54]([CH3:55])=[O:56])[C:26]([CH3:52])=[C:27]2[CH2:28][CH2:29][C@:30]([CH2:36][CH2:37][CH2:38][C@@H:39]([CH2:41][CH2:42][CH2:43][C@@H:44]([CH2:46][CH2:47][CH2:48][CH:49]([CH3:51])[CH3:50])[CH3:45])[CH3:40])([CH3:35])[O:31][C:32]=12 |f:4.5.6,^3:0|. Reported procedure: 3.040 g of TMHQ, 0.484 g of metallic tin powder and 0.079 g of zinc chloride were suspended in 15 ml of ethyl acetate in an atmosphere of nitrogen. A solution of 7.975 g of phytyl chloride in 10 ml of ethyl acetate was dripped into said suspension over a period of 3 hours under heating and reflux. About 0.1 g metallic tin powder was added eight times, same amount per addition, in order to maintain said tin continuously suspended in the suspension. After addition of the phytyl chloride, the react... Reactants: ClC1=CC(=C(C=C1O)N1C(=NC(=CC1=O)C(F)(F)F)OC)F (1-(4-chloro-2-fluoro-5-hydroxyphenyl)-2-methoxy-4-trifluoromethyl-6(1H)-pyrimidinone), [H-].[Na+] (sodium hydride), FC(S(=O)(=O)OCCON=C(C)C)(F)F (2-[(isopropylideneamino)oxy]-ethyl trifluoromethanesulphonate). Solvent: CN(C=O)C (dimethylformamide). Reaction conditions: time 1 hour. Product: ClC1=CC(=C(C=C1OCCON=C(C)C)N1C(=NC(=CC1=O)C(F)(F)F)OC)F (1-[4-chloro-2-fluoro-5-{2-[(isopropylideneamino)oxy] -ethoxy} -phenyl]-2-methoxy-4-trifluoromethyl-6(1H)-pyrimidinone). RXN SMILES: [Cl:1][C:2]1[C:7]([OH:8])=[CH:6][C:5]([N:9]2[C:14](=[O:15])[CH:13]=[C:12]([C:16]([F:19])([F:18])[F:17])[N:11]=[C:10]2[O:20][CH3:21])=[C:4]([F:22])[CH:3]=1.[H-].[Na+].FC(F)(F)S(O[CH2:31][CH2:32][O:33][N:34]=[C:35]([CH3:37])[CH3:36])(=O)=O>CN(C)C=O>[Cl:1][C:2]1[C:7]([O:8][CH2:31][CH2:32][O:33][N:34]=[C:35]([CH3:37])[CH3:36])=[CH:6][C:5]([N:9]2[C:14](=[O:15])[CH:13]=[C:12]([C:16]([F:18])([F:17])[F:19])[N:11]=[C:10]2[O:20][CH3:21])=[C:4]([F:22])[CH:3]=1 |f:1.2|. Reported procedure: 1.70 g of 1-(4-chloro-2-fluoro-5-hydroxyphenyl)-2-methoxy-4-trifluoromethyl-6(1H)-pyrimidinone are added at room temperature while stirring to a suspension of 0.22 g of a 55% sodium hydride dispersion in 25 ml of dimethylformamide and the mixture is stirred for 1 hour. Subsequently, the previously prepared solution of 2-[(isopropylideneamino)oxy]-ethyl trifluoromethanesulphonate is added at 0° C. and the mixture is stirred for 30 minutes. The reaction mixture is washed twice with 100 ml of water... Starting materials: t-Butyl-β(S)-[[[2-[[[4-(aminoiminomethyl)phenyl]amino]carbonyl]cyclopropyl]carbonyl]amino]-phenylpropanoate, NN=CC1=CC=C(C=C1)NC(=O)C1C(C1)C(=O)O (2-[[[4-(aminoiminomethyl)phenyl]amino]carbonyl]cyclopropyl-carboxylic acid), CN(C)C=O (DMF), CN(C)C=O (DMF), CC(C(=O)Cl)(C)C (trimethylacetyl chloride), tert-butyl-3-amino-3-phenyl propionate, CN1CCOCC1 (N-methylmorpholine). The solvent is N1=CC=CC=C1 (pyridine). Conditions: temperature 55 celsius, time 8 hour. Yields the product C(C)OC(=O)C1C(C1)C(=O)O ([2-[ethoxycarbonyl]cyclopropyl]carboxylic acid). As a reaction SMILES: NN=CC1C=CC(N[C:11]([CH:13]2[CH2:15][CH:14]2[C:16]([OH:18])=[O:17])=[O:12])=CC=1.CN(C=O)C.[CH3:24][C:25](C)(C)C(Cl)=O.CN1CC[O:35]CC1>N1C=CC=CC=1>[CH2:24]([O:18][C:16]([CH:14]1[CH2:15][CH:13]1[C:11]([OH:12])=[O:35])=[O:17])[CH3:25]. Reported procedure: t-Butyl-β(S)-[[[2-[[[4-(aminoiminomethyl)phenyl]amino]carbonyl]cyclopropyl]carbonyl]amino]-phenylpropanoate 0.90 g (0.0036 mol) of 2-[[[4-(aminoiminomethyl)phenyl]amino]carbonyl]cyclopropyl-carboxylic acid was treated with 50 mL dry DMF and the solvent removed at 55° C. To the remaining solid was added 60 mL DMF, 6 mL pyridine and 0.43 g (0.44 mL, 0.0036 mol) trimethylacetyl chloride. After 0.5 hr at room temperature the reaction mixture was heated at 55° C. for 0.5 hr then 0.93 g (0.004 mol) te... Reactants: {[(t-Bu)2P(OH)]2PdCl}2, BrC1=CC=CC=C1 (bromobenzene), C(C)(C)(C)P(C(C)(C)C)=O (di-tert-butylphosphine oxide), C(=O)([O-])[O-].[K+].[K+] (K2CO3). The solvent is O1CCOCC1 (1,4-dioxane). Product: C(C)(C)(C)P(C1=CC=CC=C1)(C(C)(C)C)=O (di-tert-butylphenylphosphine oxide). RXN SMILES: Br[C:2]1[CH:7]=[CH:6][CH:5]=[CH:4][CH:3]=1.[C:8]([PH:12](=[O:17])[C:13]([CH3:16])([CH3:15])[CH3:14])([CH3:11])([CH3:10])[CH3:9].C([O-])([O-])=O.[K+].[K+]>O1CCOCC1>[C:8]([P:12](=[O:17])([C:13]([CH3:16])([CH3:15])[CH3:14])[C:2]1[CH:7]=[CH:6][CH:5]=[CH:4][CH:3]=1)([CH3:11])([CH3:10])[CH3:9] |f:2.3.4|. Procedure details: A 50 mL of reactor equipped with magnetic stir bar was charged with 186 mg (0.20 mmol) of {[(t-Bu)2P(OH)]2PdCl}2, 1.57 g (10.0 mmol) of bromobenzene, 1.62 g (10.0 mmol) of di-tert-butylphosphine oxide and 1.38 g (10.0 mmol) of K2CO3 in 20.0 mL of 1,4-dioxane. The resulting mixture was refluxed for 23 h to afford di-tert-butylphenylphosphine oxide. 31P NMR (CDCl3, 121 MHz): δ51.9 ppm. Reactants: O=C([O-])O, C1CCOC1, Brc1ccc(OCc2ccccc2)cc1, CC(C)CCCC(C)C=O, Cl, I, [Mg], [Na+]. The product is CC(C)CCCC(C)C(O)c1ccc(OCc2ccccc2)cc1. RXN SMILES: [C:29](=[O:30])([OH:31])[O-:32].[CH2:34]1[O:35][CH2:36][CH2:37][CH2:38]1.[CH2:3]([c:4]1[cH:5][cH:6][cH:7][cH:8][cH:9]1)[O:10][c:11]1[cH:12][cH:13][c:14]([Br:17])[cH:15][cH:16]1.[CH3:18][CH:19]([CH:20]=[O:21])[CH2:22][CH2:23][CH2:24][CH:25]([CH3:26])[CH3:27].[ClH:28].[I:2].[Mg:1].[Na+:33]>>[CH2:3]([c:4]1[cH:5][cH:6][cH:7][cH:8][cH:9]1)[O:10][c:11]1[cH:12][cH:13][c:14]([CH:20]([CH:19]([CH3:18])[CH2:22][CH2:23][CH2:24][CH:25]([CH3:26])[CH3:27])[OH:21])[cH:15][cH:16]1. The reactants are CC1=C(C(=C(C=N1)COP(=O)(O)O)C=O)O (pyridoxal phosphate), C(C)(=O)OCC[C@H](N)C(=O)O (O-acetyl-L-homoserine). The solvent is OP(=O)([O-])[O-].[K+].[K+] (K2HPO4), OP(=O)([O-])[O-].[K+].[K+] (K2HPO4). The product is C(#N)CCC(C(=O)O)N (γ-cyano-α-aminobutyric acid). RXN SMILES: CC1[N:7]=[CH:6]C(COP(O)(O)=O)=C(C=O)C=1O.C(O[CH2:21][CH2:22][C@@H:23]([C:25]([OH:27])=[O:26])[NH2:24])(=O)C>OP([O-])([O-])=O.[K+].[K+]>[C:6]([CH2:21][CH2:22][CH:23]([NH2:24])[C:25]([OH:27])=[O:26])#[N:7] |f:2.3.4|. Reported procedure: Then, 250 μl 200 mM K2HPO4, 10 μl 10 mM pyridoxal phosphate (PLP), 110 μl 25 mM O-acetyl-L-homoserine (OAHS) dissolved in 100 mM K2HPO4, and γ-cyano-α-aminobutyric acid synthase (GCAs) obtained in Example 5 were added to this trapped H11 CN, and the mixture was subjected to enzymatic reaction at 65° C. for 10 minutes. Reactants: N(=O)[O-].[Na+] (sodium nitrite), Cl.CNCCC1=CC=CC=C1 (N-methyl-2-phenylethylamine hydrochloride), C(C)O (ethanol), Cl (hydrochloric acid), Cl (hydrochloric acid). Run in O (water), O (water). Run at temperature 70 celsius. The product is CN(N=O)CCC1=CC=CC=C1 (N-methyl-N-nitroso-2-phenylethylamine). Isolated yield 81.6%. RXN SMILES: Cl.[CH3:2][NH:3][CH2:4][CH2:5][C:6]1[CH:11]=[CH:10][CH:9]=[CH:8][CH:7]=1.C(O)C.Cl.[N:16]([O-])=[O:17].[Na+]>O>[CH3:2][N:3]([CH2:4][CH2:5][C:6]1[CH:11]=[CH:10][CH:9]=[CH:8][CH:7]=1)[N:16]=[O:17] |f:0.1,4.5|. Procedure: A sample of N-methyl-2-phenylethylamine hydrochloride (6.4 g, 37.3 mmol) was dissolved in water (18 ml), ethanol (11 ml) and 2N hydrochloric acid (4 ml) were introduced and the solution was heated to 70° C. A solution of sodium nitrite (2.6 g, 37.7 mmol) in water (11 ml) was added dropwise to the reaction mixture over 30 min. During the addition the reaction mixture was acidified with 2N hydrochloric acid (4 ml). Cooling was followed by extraction with n-heptane (4×100 ml); the combined extracts... RXN SMILES: [CH3:1][O:2][C:3]1[CH:8]=[CH:7][C:6](/[CH:9]=[CH:10]/[CH2:11][CH2:12][CH2:13][CH2:14][O:15][C:16]2[CH:21]=[CH:20][C:19]([NH:22][C:23](=[O:35])[CH2:24][CH2:25][CH2:26][C:27](=[O:34])[N:28]3[CH2:33][CH2:32][O:31][CH2:30][CH2:29]3)=[CH:18][C:17]=2[CH2:36][CH2:37][C:38]([O:40]C(C)(C)C)=[O:39])=[CH:5][CH:4]=1>C(O)=O>[CH3:1][O:2][C:3]1[CH:8]=[CH:7][C:6](/[CH:9]=[CH:10]/[CH2:11][CH2:12][CH2:13][CH2:14][O:15][C:16]2[CH:21]=[CH:20][C:19]([NH:22][C:23](=[O:35])[CH2:24][CH2:25][CH2:26][C:27](=[O:34])[N:28]3[CH2:29][CH2:30][O:31][CH2:32][CH2:33]3)=[CH:18][C:17]=2[CH2:36][CH2:37][C:38]([OH:40])=[O:39])=[CH:5][CH:4]=1. The product is COC1=CC=C(C=C1)/C=C/CCCCOC1=C(C=C(C=C1)NC(CCCC(N1CCOCC1)=O)=O)CCC(=O)O (3-[1-[6-(4-methoxyphenyl)hex-5E-enyl]oxy-4-(5-oxo-5-morpholinopentanamido)benzen-2-yl]propionic acid). Solvent: C(=O)O (formic acid). The yield is 62.9%. Run at time 5 hour. Procedure details: The butyl ester (70 mg; prepared in reference example 6) was dissolved in formic acid (5 ml). The solution was stirred for 5 hr. at room temperature. The reaction solution was evaporated to remove formic acid. The residue was purified by column chromatography on silica gel (ethyl acetate:methanol=10:1) to give the title compound (40 mg) of the present invention, having the following physical data. The reactants are COC1=CC=C(C=C1)/C=C/CCCCOC1=C(C=C(C=C1)NC(CCCC(N1CCOCC1)=O)=O)CCC(=O)OC(C)(C)C (t-Butyl 3-[1-[6-(4-methoxyphenyl)hex-5E-enyl]oxy-4-(5-oxo-5-morpholinopentanamido)benzen-2-yl]propionate). Starting materials: CN(C)C=O, ClCc1ccc2ccccc2n1, Cl, [Na+], [Na+], O=C([O-])[O-], c1c[nH]cn1. The product is c1ccc2nc(Cn3ccnc3)ccc2c1. As a reaction SMILES: [CH3:25][N:26]([CH3:27])[CH:28]=[O:29].[Cl:2][CH2:3][c:4]1[n:5][c:6]2[cH:7][cH:8][cH:9][cH:10][c:11]2[cH:12][cH:13]1.[ClH:1].[Na+:19].[Na+:20].[O-:21][C:22](=[O:23])[O-:24].[nH:14]1[cH:15][n:16][cH:17][cH:18]1>>[CH2:3]([c:4]1[n:5][c:6]2[cH:7][cH:8][cH:9][cH:10][c:11]2[cH:12][cH:13]1)[n:14]1[cH:15][n:16][cH:17][cH:18]1.